This data is from the Open Reaction Database (ORD), a public repository of structured organic reaction records. The task is: describe an organic reaction: reactants, conditions, products, and yield Reactants: C1=CC=CC=C1 (benzene), C(CCC)[Li] (n-butyllithium), C(=C)C1=CC=C(C=C1)C=C.C1=CC=CC=C1 (p-divinylbenzene benzene). Solvent: CCCCCC (hexane). Product: C(=C)C1=CC=C(C=C1)C=C (p-divinylbenzene). RXN SMILES: C1C=CC=CC=1.C([Li])CCC.[CH:12]([C:14]1[CH:19]=[CH:18][C:17]([CH:20]=[CH2:21])=[CH:16][CH:15]=1)=[CH2:13].C1C=CC=CC=1>CCCCCC>[CH:12]([C:14]1[CH:19]=[CH:18][C:17]([CH:20]=[CH2:21])=[CH:16][CH:15]=1)=[CH2:13] |f:2.3|. Procedure details: Simultaneously, the p-divinylbenzene is distilled from dibutylmagnesium into a clean, flamed and purged valved burette and then diluted by vacuum distillation of 2 times its volume of dry benzene from the stock benzene with n-butyllithium. Next, a clean, flamed and purged, 3-neck, 300 mL reactor flask is fitted with a magnetic stirrer and rubber septum separated from the flask by an in-line, straight-through- bore teflon valve. The burette containing the p-divinylbenzene and benzene is padded wi... Reactants: [Br-].CC=1C=CC(=NC1)[Zn+] (5-methyl-2-pyridylzinc bromide), BrC=1C=C(C(=O)OC(C)(C)C)C=C(C1)C(C(F)(F)F)O (tert-butyl 3-bromo-5-(2,2,2-trifluoro-1-hydroxyethyl)benzoate), [Br-].CC=1C=CC(=NC1)[Zn+] (5-methyl-2-pyridylzinc bromide). The reagents and catalysts are CC(C)([P](C(C)(C)C)([Pd][P](C(C)(C)C)(C(C)(C)C)C(C)(C)C)C(C)(C)C)C (bis(tri-tert-butylphosphine)palladium(0)), CC(C)([P](C(C)(C)C)([Pd][P](C(C)(C)C)(C(C)(C)C)C(C)(C)C)C(C)(C)C)C (bis(tri-tert-butylphosphine)palladium(0)). Run in O1CCOCC1 (dioxane). Conditions: temperature 70 celsius, time 1 hour. Yields the product CC=1C=CC(=NC1)C=1C=C(C(=O)OC(C)(C)C)C=C(C1)C(C(F)(F)F)O (tert-Butyl 3-(5-methylpyridin-2-yl)-5-[(R/S)2,2,2-trifluoro-1-hydroxyethyl]benzoate). As a reaction SMILES: Br[C:2]1[CH:3]=[C:4]([CH:12]=[C:13]([CH:15]([OH:20])[C:16]([F:19])([F:18])[F:17])[CH:14]=1)[C:5]([O:7][C:8]([CH3:11])([CH3:10])[CH3:9])=[O:6].[Br-].[CH3:22][C:23]1[CH:24]=[CH:25][C:26]([Zn+])=[N:27][CH:28]=1>O1CCOCC1.CC(C)([P](C(C)(C)C)([Pd][P](C(C)(C)C)(C(C)(C)C)C(C)(C)C)C(C)(C)C)C>[CH3:22][C:23]1[CH:24]=[CH:25][C:26]([C:2]2[CH:3]=[C:4]([CH:12]=[C:13]([CH:15]([OH:20])[C:16]([F:19])([F:18])[F:17])[CH:14]=2)[C:5]([O:7][C:8]([CH3:11])([CH3:10])[CH3:9])=[O:6])=[N:27][CH:28]=1 |f:1.2,^1:38,44|. Procedure: To a solution of tert-butyl 3-bromo-5-(2,2,2-trifluoro-1-hydroxyethyl)benzoate (5.0 g, 14.1 mmol) and bis(tri-tert-butylphosphine)palladium(0) (0.22 g, 0.42 mmol) in dioxane (70 mL) was added 5-methyl-2-pyridylzinc bromide (0.5 M in THF; 56.3 mL, 28.2 mmol). The reaction mixture was heated to 70° C. After 1 h, additional 5-methyl-2-pyridylzinc bromide (0.5 M in THF; 10 mL, 5.0 mmol) and bis(tri-tert-butylphosphine)palladium(0) (40 mg, 0.078 mmol) were added. After 30 min, the reaction was concen...